This data is from the Open Reaction Database (ORD), a public repository of structured organic reaction records. The task is: describe an organic reaction: reactants, conditions, products, and yield Starting materials: O=C1NC(C(=O)O)CS1, NCCCCO. Product: O=C1NC(C(=O)NCCCCO)CS1. RXN SMILES: [O:1]=[C:2]1[S:3][CH2:4][CH:5]([C:7](=[O:8])[OH:9])[NH:6]1.[OH:10][CH2:11][CH2:12][CH2:13][CH2:14][NH2:15]>>[O:1]=[C:2]1[S:3][CH2:4][CH:5]([C:7](=[O:9])[NH:15][CH2:14][CH2:13][CH2:12][CH2:11][OH:10])[NH:6]1.